From a dataset of the Open Reaction Database (ORD), a public repository of structured organic reaction records. describe an organic reaction: reactants, conditions, products, and yield The product is Cl.NC=1C=C(C(=C(C1)O)Cl)Cl (5-Amino-2,3-dichlorophenol hydrochloride). As a reaction SMILES: C(OC(=O)[NH:7][C:8]1[CH:13]=[C:12]([OH:14])[C:11]([Cl:15])=[C:10]([Cl:16])[CH:9]=1)(C)(C)C.Cl.O1CCOCC1>CC(O)C>[ClH:15].[NH2:7][C:8]1[CH:9]=[C:10]([Cl:16])[C:11]([Cl:15])=[C:12]([OH:14])[CH:13]=1 |f:4.5|. Starting materials: Cl (hydrogen chloride), O1CCOCC1 (dioxane), C(C)(C)(C)OC(NC1=CC(=C(C(=C1)O)Cl)Cl)=O (tert-Butyl(3,4-dichloro-5-hydroxyphenyl)carbamate). Reported procedure: tert-Butyl(3,4-dichloro-5-hydroxyphenyl)carbamate from Example 67A (960 mg, 3.45 mmol) was dissolved in 2-propanol (16 mL), and 4 M gaseous hydrogen chloride in dioxane (5.0 mL, 20 mmol) was added. The mixture was heated to 80° C. for 1.5 h. Subsequently, the solvent was removed in vacuo to yield 700 mg (90%) of the title compound. Isolated yield 189.2%. Solvent: CC(C)O (2-propanol). Conditions: temperature 80 celsius. Starting materials: 20, C1(CCCC1)=O (cyclopentanone), Br.NC1C(C2=CC=C(C(=C2CC1)O)O)=O (2-amino-5,6-dihydroxy-3,4-dihydro-1(2H)-naphthalenone hydrobromide). The solvent is C(C)O (ethanol). The product is C1(CCCC1)=NC1C(C2=CC=C(C(=C2CC1)O)O)=O (2-cyclopentylideneamino-5,6-dihydroxy-3,4-dihydro-1(2H)-naphthalenone). RXN SMILES: [C:1]1(=O)[CH2:5][CH2:4][CH2:3][CH2:2]1.Br.[NH2:8][CH:9]1[CH2:18][CH2:17][C:16]2[C:11](=[CH:12][CH:13]=[C:14]([OH:20])[C:15]=2[OH:19])[C:10]1=[O:21]>C(O)C>[C:1]1(=[N:8][CH:9]2[CH2:18][CH2:17][C:16]3[C:11](=[CH:12][CH:13]=[C:14]([OH:20])[C:15]=3[OH:19])[C:10]2=[O:21])[CH2:5][CH2:4][CH2:3][CH2:2]1 |f:1.2|. Reported procedure: In a mixture of 20 volume parts of cyclopentanone and 100 volume parts of ethanol is dissolved 1 part of 2-amino-5,6-dihydroxy-3,4-dihydro-1(2H)-naphthalenone hydrobromide to produce 2-cyclopentylideneamino-5,6-dihydroxy-3,4-dihydro-1(2H)-naphthalenone. The resulting mixture is subjected to catalytic reduction with 0.1 part of platinum dioxide and 0.39 part of anhydrous sodium acetate at ordinary temperature and pressure. Starting materials: C(=O)([O-])[O-].[K+].[K+] (K2CO3), ClC1=CC=C(CCNC(C2=CC=C(C=C2)F)=O)C=C1 (N-(4-chlorophenethyl)-4-fluorobenzamide), OC1=CC=C(C=C1)CC(=O)OC(C)(C)C (Tert-butyl 2-(4-hydroxyphenyl)acetate). Run in C(Cl)Cl (DCM), C([O-])([O-])=O.[Na+].[Na+] (sodium carbonate), CS(=O)C (DMSO). Conditions: temperature 85 celsius, time 8 hour. Yields the product ClC1=CC=C(CCNC(=O)C2=CC=C(OC3=CC=C(C=C3)CC(=O)OC(C)(C)C)C=C2)C=C1 (tert-butyl 2-(4-(4-((4-chlorophenethyl)carbamoyl)phenoxy)phenyl)acetate). Isolated yield 4.5%. RXN SMILES: [OH:1][C:2]1[CH:7]=[CH:6][C:5]([CH2:8][C:9]([O:11][C:12]([CH3:15])([CH3:14])[CH3:13])=[O:10])=[CH:4][CH:3]=1.C([O-])([O-])=O.[K+].[K+].[Cl:22][C:23]1[CH:40]=[CH:39][C:26]([CH2:27][CH2:28][NH:29][C:30](=[O:38])[C:31]2[CH:36]=[CH:35][C:34](F)=[CH:33][CH:32]=2)=[CH:25][CH:24]=1>CS(C)=O.C(Cl)Cl.C(=O)([O-])[O-].[Na+].[Na+]>[Cl:22][C:23]1[CH:24]=[CH:25][C:26]([CH2:27][CH2:28][NH:29][C:30]([C:31]2[CH:32]=[CH:33][C:34]([O:1][C:2]3[CH:3]=[CH:4][C:5]([CH2:8][C:9]([O:11][C:12]([CH3:15])([CH3:14])[CH3:13])=[O:10])=[CH:6][CH:7]=3)=[CH:35][CH:36]=2)=[O:38])=[CH:39][CH:40]=1 |f:1.2.3,7.8.9|. Procedure details: Tert-butyl 2-(4-hydroxyphenyl)acetate (200 mg, 0.960 mmol) was diluted with DMSO (4 mL) followed by the addition of K2CO3 (133 mg, 0.960 mmol) and N-(4-chlorophenethyl)-4-fluorobenzamide (267 mg, 0.960 mmol). The reaction was stirred at 85° C. overnight, and then stirred at 138° C. for 12 hours. The reaction was cooled to ambient temperature, diluted with DCM and 10% aq. sodium carbonate. The layers were separated and the organic layer was dried over MgSO4, filtered and concentrated. The crude m... The reactants are CC(=O)OCC1OC(n2cnc3c(N)ncnc32)C(O)(C(C)=O)C1Br, [Na+], O, O=C([O-])O. The product is CC(=O)OCC1OC(n2cnc3c(N)ncnc32)C(O)C1Br. As a reaction SMILES: [Br:1][CH:2]1[C:3]([OH:22])([C:23](=[O:24])[CH3:25])[CH:4]([n:12]2[cH:13][n:14][c:15]3[c:16]([NH2:17])[n:18][cH:19][n:20][c:21]23)[O:5][CH:6]1[CH2:7][O:8][C:9]([CH3:10])=[O:11].[Na+:26].[OH2:31].[OH:27][C:28](=[O:29])[O-:30]>>[Br:1][CH:2]1[CH:3]([OH:22])[CH:4]([n:12]2[cH:13][n:14][c:15]3[c:16]([NH2:17])[n:18][cH:19][n:20][c:21]23)[O:5][CH:6]1[CH2:7][O:8][C:9]([CH3:10])=[O:11]. Starting materials: CC(C)(C)O, Cc1ccccc1, CCOC(=O)c1cnc(C(=O)N=[N+]=[N-])cn1. Product: CCOC(=O)c1cnc(C(=O)OC(C)(C)C)cn1. RXN SMILES: [CH3:17][C:18]([CH3:19])([CH3:20])[OH:21].[CH3:22][c:23]1[cH:24][cH:25][cH:26][cH:27][cH:28]1.[N:1](=[N+:2]=[N-:3])[C:4](=[O:5])[c:6]1[n:7][cH:8][c:9]([C:12](=[O:13])[O:14][CH2:15][CH3:16])[n:10][cH:11]1>>[C:4](=[O:5])([c:6]1[n:7][cH:8][c:9]([C:12](=[O:13])[O:14][CH2:15][CH3:16])[n:10][cH:11]1)[O:21][C:18]([CH3:17])([CH3:19])[CH3:20]. The reactants are O=C([O-])[O-], C1CCOC1, C=C1CCN(C)CC1, Cc1ccc([N+](=O)[O-])c(C)n1, B1C2CCCC1CCC2, [K+], [K+], CN(C)C=O. The product is Cc1nc(CC2CCN(C)CC2)ccc1[N+](=O)[O-]. As a reaction SMILES: [C:34](=[O:35])([O-:36])[O-:37].[CH2:10]1[O:11][CH2:12][CH2:13][CH2:14]1.[CH3:15][N:16]1[CH2:17][CH2:18][C:19](=[CH2:22])[CH2:20][CH2:21]1.[CH3:23][c:24]1[n:25][c:26]([CH3:33])[c:27]([N+:30](=[O:31])[O-:32])[cH:28][cH:29]1.[CH:1]12[CH2:2][CH2:3][CH2:4][CH:5]([BH:6]1)[CH2:7][CH2:8][CH2:9]2.[K+:38].[K+:39].[O:40]=[CH:41][N:42]([CH3:43])[CH3:44]>>[CH3:15][N:16]1[CH2:17][CH2:18][CH:19]([CH2:22][c:24]2[n:25][c:26]([CH3:33])[c:27]([N+:30](=[O:31])[O-:32])[cH:28][cH:29]2)[CH2:20][CH2:21]1.